Task: describe an organic reaction: reactants, conditions, products, and yield. Dataset: the Open Reaction Database (ORD), a public repository of structured organic reaction records The reactants are C#CCNC(=O)OC(C)(C)C, O=C(CO)NC1CC(n2cnc3c(NC(CO)Cc4ccccc4)nc(Cl)nc32)C(O)C1O, CCNCC, [Cu]I, CN(C)C=O, Cl[Pd]Cl, c1ccc(P(c2ccccc2)c2ccccc2)cc1, c1ccc(P(c2ccccc2)c2ccccc2)cc1, c1ccc(P(c2ccccc2)c2ccccc2)cc1. Product: CC(C)(C)OC(=O)NCC#Cc1nc(NC(CO)Cc2ccccc2)c2ncn(C3CC(NC(=O)CO)C(O)C3O)c2n1. As a reaction SMILES: [C:34]([CH3:35])([CH3:36])([CH3:37])[O:38][C:39]([NH:40][CH2:41][C:42]#[CH:43])=[O:44].[CH2:1]([c:2]1[cH:3][cH:4][cH:5][cH:6][cH:7]1)[CH:8]([CH2:9][OH:10])[NH:11][c:12]1[c:13]2[n:14][cH:15][n:16]([CH:22]3[CH:23]([OH:33])[CH:24]([OH:32])[CH:25]([NH:27][C:28]([CH2:29][OH:30])=[O:31])[CH2:26]3)[c:17]2[n:18][c:19]([Cl:21])[n:20]1.[CH2:64]([NH:65][CH2:66][CH3:67])[CH3:68].[Cu:74][I:75].[O:69]=[CH:70][N:71]([CH3:72])[CH3:73].[Pd:76]([Cl:77])[Cl:78].[c:45]1([P:46]([c:47]2[cH:48][cH:49][cH:50][cH:51][cH:52]2)[c:53]2[cH:54][cH:55][cH:56][cH:57][cH:58]2)[cH:59][cH:60][cH:61][cH:62][cH:63]1.[c:79]1([P:80]([c:81]2[cH:82][cH:83][cH:84][cH:85][cH:86]2)[c:87]2[cH:88][cH:89][cH:90][cH:91][cH:92]2)[cH:93][cH:94][cH:95][cH:96][cH:97]1.[c:98]1([P:99]([c:100]2[cH:101][cH:102][cH:103][cH:104][cH:105]2)[c:106]2[cH:107][cH:108][cH:109][cH:110][cH:111]2)[cH:112][cH:113][cH:114][cH:115][cH:116]1>>[CH2:1]([c:2]1[cH:3][cH:4][cH:5][cH:6][cH:7]1)[CH:8]([CH2:9][OH:10])[NH:11][c:12]1[c:13]2[n:14][cH:15][n:16]([CH:22]3[CH:23]([OH:33])[CH:24]([OH:32])[CH:25]([NH:27][C:28]([CH2:29][OH:30])=[O:31])[CH2:26]3)[c:17]2[n:18][c:19]([C:43]#[C:42][CH2:41][NH:40][C:39]([O:38][C:34]([CH3:35])([CH3:36])[CH3:37])=[O:44])[n:20]1. Run at time 8 hour. Product: C(C)(C)(C)S(=O)(=O)C=1C=C2C(=CC=NC2=CC1F)Cl.C(C)(C)(C)S(=O)(=O)C=1C(=C2C(=CC=NC2=CC1)Cl)F (6-(tert-butylsulfonyl)-4-chloro-7-fluoroquinoline 6-(tert-butylsulfonyl)-4-chloro-5-fluoroquinoline). Procedure details: A mixture of 6-(tert-butylthio)-4-chloro-7-fluoroquinoline and 6-(tert-butylthio)-4-chloro-5-fluoroquinoline (21.24 g, 79 mmol) and oxone (48.4 g, 79 mmol) in EtOAc (200 ml) and water (200 ml) was stirred at RT overnight. LCMS showed sulfoxide as well as sulfone. Added an additional 15 g of Oxone and stirred for 3 hours; the sulfoxide was still present. Added 15 g more of Oxone and stirred for 3 hours more. Sulfoxide was still present. Added 5 g more of Oxone and stirred overnight. Note each tim... RXN SMILES: [C:1](S[C:6]1[CH:7]=[C:8]2[C:13](=[CH:14][C:15]=1[F:16])[N:12]=[CH:11][CH:10]=[C:9]2[Cl:17])([CH3:4])([CH3:3])[CH3:2].[C:18](S[C:23]1[C:24]([F:34])=[C:25]2[C:30](=[CH:31][CH:32]=1)[N:29]=[CH:28][CH:27]=[C:26]2[Cl:33])([CH3:21])([CH3:20])[CH3:19].O[O:36][S:37]([O-:39])=O.[K+]>CCOC(C)=O.O>[C:18]([S:37]([C:6]1[CH:7]=[C:8]2[C:13](=[CH:14][C:15]=1[F:16])[N:12]=[CH:11][CH:10]=[C:9]2[Cl:17])(=[O:39])=[O:36])([CH3:21])([CH3:20])[CH3:19].[C:1]([S:37]([C:23]1[C:24]([F:34])=[C:25]2[C:30](=[CH:31][CH:32]=1)[N:29]=[CH:28][CH:27]=[C:26]2[Cl:33])(=[O:39])=[O:36])([CH3:4])([CH3:3])[CH3:2] |f:2.3,6.7|. Starting materials: OOS(=O)[O-].[K+] (Oxone), sulfoxide, sulfone, OOS(=O)[O-].[K+] (Oxone), Sulfoxide, sulfoxide, OOS(=O)[O-].[K+] (Oxone), C(C)(C)(C)SC=1C=C2C(=CC=NC2=CC1F)Cl (6-(tert-butylthio)-4-chloro-7-fluoroquinoline), C(C)(C)(C)SC=1C(=C2C(=CC=NC2=CC1)Cl)F (6-(tert-butylthio)-4-chloro-5-fluoroquinoline), OOS(=O)[O-].[K+] (oxone), OOS(=O)[O-].[K+] (Oxone). Solvent: CCOC(=O)C (EtOAc), O (water), O (water), CCOC(=O)C (EtOAc), CCOC(=O)C (EtOAc), O (water).